From a dataset of the Open Reaction Database (ORD), a public repository of structured organic reaction records. describe an organic reaction: reactants, conditions, products, and yield Starting materials: C(C)(C)(C)[Si](OC=1C=CC2=C(C=3CCSC4=C(C3N2)C=CC=C4)C1)(C)C (9-(tert-Butyl-dimethyl-silanyloxy)-6,7-dihydro-12H-5-thia-12-aza-dibenzo[a,e]azulene), Cl.ClCC1=CC=C(OCCNC2CCCCC2)C=C1 ([2-(4-chloromethyl-phenoxy)-ethyl]-cyclohexanyl-amine hydrochloride salt). Product: C(C)(C)(C)[Si](OC=1C=CC2=C(C=3CCSC4=C(C3N2CC2=CC=C(C=C2)OCCN2CCCCC2)C=CC=C4)C1)(C)C (9-(tert-Butyl-dimethyl-silanyloxy)-12-[4-(2-piperidin-1-yl-ethoxy)-benzyl]-6,7-dihydro-12H-5-thia-12-aza-dibenzo[a,e]azulene). RXN SMILES: [C:1]([Si:5]([CH3:26])([CH3:25])[O:6][C:7]1[CH:8]=[CH:9][C:10]2[NH:19][C:18]3[C:17]4[CH:20]=[CH:21][CH:22]=[CH:23][C:16]=4[S:15][CH2:14][CH2:13][C:12]=3[C:11]=2[CH:24]=1)([CH3:4])([CH3:3])[CH3:2].Cl.Cl[CH2:29][C:30]1[CH:45]=[CH:44][C:33]([O:34][CH2:35][CH2:36][NH:37][CH:38]2C[CH2:42][CH2:41][CH2:40][CH2:39]2)=[CH:32][CH:31]=1>>[C:1]([Si:5]([CH3:26])([CH3:25])[O:6][C:7]1[CH:8]=[CH:9][C:10]2[N:19]([CH2:29][C:30]3[CH:31]=[CH:32][C:33]([O:34][CH2:35][CH2:36][N:37]4[CH2:38][CH2:39][CH2:40][CH2:41][CH2:42]4)=[CH:44][CH:45]=3)[C:18]3[C:17]4[CH:20]=[CH:21][CH:22]=[CH:23][C:16]=4[S:15][CH2:14][CH2:13][C:12]=3[C:11]=2[CH:24]=1)([CH3:4])([CH3:3])[CH3:2] |f:1.2|. Procedure details: Following the same procedure in Example 102, using 9-(tert-Butyl-dimethyl-silanyloxy)-6,7-dihydro-12H-5-thia-12-aza-dibenzo[a,e]azulene (190 mg, 0.5 mmol) and [2-(4-chloromethyl-phenoxy)-ethyl]-cyclohexanyl-amine hydrochloride salt as the starting material, title compound was prepared as a brown solid. The compound was used in the next step without additional purification. The reactants are CC(C(=O)NC=1C2=C(N=CN1)NN=N2)C (2-methyl-N-(3H-triazolo[4,5-d]pyrimidin-7-yl)propanamide), [H-].[Na+] (sodium hydride), C[Si](CCOCCl)(C)C (2-(trimethylsilyl)ethoxymethyl chloride). Solvent: CN(C=O)C (dimethylformamide). Run at temperature 0 celsius, time 10 minute. The product is C[Si](CCOCN(C(C(C)C)=O)C=1C2=C(N=CN1)N(N=N2)COCC[Si](C)(C)C)(C)C (N-((2-(trimethylsilyl)ethoxy)methyl)-N-(3-((2-(trimethylsilyl)ethoxy)methyl)-3H-[1,2,3]triazolo[4,5-d]pyrimidin-7-yl)isobutyramide). Reaction SMILES: [CH3:1][CH:2]([CH3:15])[C:3]([NH:5][C:6]1[C:7]2[N:14]=[N:13][NH:12][C:8]=2[N:9]=[CH:10][N:11]=1)=[O:4].[H-].[Na+].[CH3:18][Si:19]([CH3:26])([CH3:25])[CH2:20][CH2:21][O:22][CH2:23]Cl>CN(C)C=O>[CH3:18][Si:19]([CH3:26])([CH3:25])[CH2:20][CH2:21][O:22][CH2:23][N:5]([C:6]1[C:7]2[N:14]=[N:13][N:12]([CH2:23][O:22][CH2:21][CH2:20][Si:19]([CH3:26])([CH3:25])[CH3:18])[C:8]=2[N:9]=[CH:10][N:11]=1)[C:3](=[O:4])[CH:2]([CH3:15])[CH3:1] |f:1.2|. Reported procedure: To a stirred solution of 2-methyl-N-(3H-triazolo[4,5-d]pyrimidin-7-yl)propanamide (3, 1.5 g, 7.27 mmol) in dimethylformamide (20 mL), sodium hydride (0.26 g, 10.91 mmol) was added portion wise in 10 min at 0° C. The above suspension was stirred for 10 min at 0° C. and 2-(trimethylsilyl)ethoxymethyl chloride (1.82 g, 10.91 mmol) was added at the same temperature under nitrogen. The reaction was stirred at room temperature for 6 h. After completion, the reaction mass was quenched with saturated aq... The reactants are C(CCC)[Li] (butyl lithium), CC1=NN=NN1 (5-methyltetrazole), Cl (hydrochloric acid), CN1C(OC(C2=C1C=CC=C2)=O)=O (1-methyl-1H-3,1-benzoxazine-2,4-dione). Solvent: CCCCCC (hexane), O1CCCC1 (tetrahydrofuran), O (water). Conditions: time 1 hour. Yields the product CNC1=C(C=CC=C1)C(CC1=NN=NN1)=O (1-(2-methylaminophenyl)-2-(1H-tetrazol-5-yl)ethanone). As a reaction SMILES: C([Li])CCC.[CH3:6][C:7]1[NH:11][N:10]=[N:9][N:8]=1.[CH3:12][N:13]1[C:18]2[CH:19]=[CH:20][CH:21]=[CH:22][C:17]=2[C:16](=O)[O:15]C1=O.Cl>CCCCCC.O.O1CCCC1>[CH3:12][NH:13][C:18]1[CH:19]=[CH:20][CH:21]=[CH:22][C:17]=1[C:16](=[O:15])[CH2:6][C:7]1[NH:11][N:10]=[N:9][N:8]=1. Reported procedure: A solution of butyl lithium in hexane (1.6M, 67.5 ml) was added to a stirred mixture of 5-methyltetrazole (4.54 g), and dry tetrahydrofuran (200 ml) at 0°. After stirring for 1 hour, 1-methyl-1H-3,1-benzoxazine-2,4-dione (9.6 g) was added and stirring continued for 65 hours at room temperature. The mixture was poured into water (300 ml) and acidified with 5N hydrochloric acid (12 ml). The organic phase was separated and the aqueous phase was extracted with dichloromethane (2×200 ml). The organic...